Dataset: the Open Reaction Database (ORD), a public repository of structured organic reaction records. Task: describe an organic reaction: reactants, conditions, products, and yield Starting materials: C(CCC)=O (butyraldehyde), C(CCC)=O (butyraldehyde), C1(CCCCC1)N (cyclohexylamine), C1(CCCCC1)N (cyclohexylamine), S(=O)(=O)([O-])[O-].[Na+].[Na+] (sodium sulfate). Run at time 1 hour. The product is C(CCC)=C1C(CCCC1)N (1-BUTYLIDENE CYCLOHEXYLAMINE). The yield is 86.0%. As a reaction SMILES: [CH:1](=O)[CH2:2][CH2:3][CH3:4].[CH:6]1([NH2:12])[CH2:11][CH2:10][CH2:9][CH2:8][CH2:7]1.S([O-])([O-])(=O)=O.[Na+].[Na+]>>[CH:1](=[C:7]1[CH2:8][CH2:9][CH2:10][CH2:11][CH:6]1[NH2:12])[CH2:2][CH2:3][CH3:4] |f:2.3.4|. Reported procedure: At 0° C., 16.3 g (20 mL, 0.23 mol) of butyraldehyde (Formula IV) was added dropwise to 21.7 g (25 mL, 0.22 mol) of cyclohexylamine (Formula III). After 1 h, 6 g of anhydrous sodium sulfate was added and the mixture stirred for 5 h. The product was decanted from the salt water slurry, dried by addition of further 10 g of anhydrous sodium sulfate, filtered and distilled. Characteristics of the product: bp 88° C. (20 mm); yield 86%; NMR (CDCl3, δ): 1.0 (3H, t) 1.1-2.1 (12H), 2.3 (2H, g), 3.0 (1H, m... The reactants are CCCCc1cn(C(C)(C)C)sc1=NC(=O)C1(C)CCC(C(=O)OC)C1(C)C, CCO, Cl, [K+], [OH-], O. Product: CCCCc1cn(C(C)(C)C)sc1=NC(=O)C1(C)CCC(C(=O)O)C1(C)C. As a reaction SMILES: [CH2:1]([CH2:2][CH2:3][CH3:4])[c:5]1[cH:6][n:7]([C:25]([CH3:26])([CH3:27])[CH3:28])[s:8][c:9]1=[N:10][C:11](=[O:12])[C:13]1([CH3:24])[C:14]([CH3:22])([CH3:23])[CH:15]([C:18](=[O:19])[O:20][CH3:21])[CH2:16][CH2:17]1.[CH3:31][CH2:32][OH:33].[ClH:34].[K+:30].[OH-:29].[OH2:35]>>[CH2:1]([CH2:2][CH2:3][CH3:4])[c:5]1[cH:6][n:7]([C:25]([CH3:26])([CH3:27])[CH3:28])[s:8][c:9]1=[N:10][C:11](=[O:12])[C:13]1([CH3:24])[C:14]([CH3:22])([CH3:23])[CH:15]([C:18](=[O:19])[OH:20])[CH2:16][CH2:17]1. Starting materials: FC(C(C(S(=O)(=O)F)(F)F)(F)F)(S(=O)(=O)F)F (hexafluoropropane-1,3-disulfonic acid fluoride), C(F)(F)(C(F)(F)S(=O)(=O)C([Mg]Cl)([Mg]Cl)S(=O)(=O)C(F)(F)F)C(F)(F)S(=O)(=O)C([Mg]Cl)([Mg]Cl)S(=O)(=O)C(F)(F)F.CC(C)C[C@H]1C(=O)N[C@@H](C(=O)N2CCC[C@H]2C(=O)N[C@H](C(=O)N[C@@H](C(=O)N[C@H](C(=O)N[C@H](C(=O)N[C@H](C(=O)N[C@H](C(=O)N[C@H](C(=O)N1)CCCN)C(C)C)CC3=CC=C(C=C3)O)CCC(=O)N)CC(=O)N)CC4=CC=CC=C4)CC5=CC=CC=C5)CC6=CC=CC=C6 ([CF3SO2C(MgCl)2SO2CF2]2CF2 2C4H10), C(F)(F)(C(F)(F)S(=O)(=O)F)C(F)(F)S(=O)(=O)F ([FSO2CF2]2CF2), [CF3SO2CH(Li)SO2CF2]2CF2 [CF3SO2CH(Li)SO2CF2]2CF2. The product is C(F)(F)(C(F)(F)S(=O)(=O)C([Mg]Cl)([Mg]Cl)S(=O)(=O)C(F)(F)F)C(F)(F)S(=O)(=O)C([Mg]Cl)([Mg]Cl)S(=O)(=O)C(F)(F)F ([CF3SO2C(MgCl)2SO2CF2]2CF2). Reaction SMILES: FC(F)(S(F)(=O)=O)C(F)(F)C(F)(F)S(F)(=O)=O.[C:18]([C:39]([S:42]([C:45]([S:50]([C:53]([F:56])([F:55])[F:54])(=[O:52])=[O:51])([Mg:48][Cl:49])[Mg:46][Cl:47])(=[O:44])=[O:43])([F:41])[F:40])([C:21]([S:24]([C:27]([S:32]([C:35]([F:38])([F:37])[F:36])(=[O:34])=[O:33])([Mg:30][Cl:31])[Mg:28][Cl:29])(=[O:26])=[O:25])([F:23])[F:22])([F:20])[F:19].CC(C[C@@H]1NC(=O)[C@H](CCCN)NC(=O)[C@H](C(C)C)NC(=O)[C@H](CC2C=CC(O)=CC=2)NC(=O)[C@H](CCC(N)=O)NC(=O)[C@H](CC(N)=O)NC(=O)[C@@H](CC2C=CC=CC=2)NC(=O)[C@H](CC2C=CC=CC=2)NC(=O)[C@H]2N(CCC2)C(=O)[C@@H](CC2C=CC=CC=2)NC1=O)C>>[C:18]([C:21]([S:24]([C:27]([S:32]([C:35]([F:37])([F:36])[F:38])(=[O:33])=[O:34])([Mg:30][Cl:31])[Mg:28][Cl:29])(=[O:26])=[O:25])([F:23])[F:22])([C:39]([S:42]([C:45]([S:50]([C:53]([F:56])([F:55])[F:54])(=[O:51])=[O:52])([Mg:46][Cl:47])[Mg:48][Cl:49])(=[O:44])=[O:43])([F:41])[F:40])([F:20])[F:19] |f:1.2|. Procedure: The compound [CF3SO2C(MgCl)2SO2CF2]2CF2 is prepared from the hexafluoropropane-1,3-disulfonic acid fluoride according to the following reactions sequence: [FSO2CF2]2CF2+2CF3SO2CH3+4LiH→2H2+[CF3SO2CH(Li)SO2CF2]2CF2 [CF3SO2CH(Li)SO2CF2]2CF2+2C4H9Li+4MgCl2 ? [CF3SO2C(MgCl)2SO2CF2]2CF2+2C4H10+2LiCl Starting materials: ClC1=NC=CN=C1Cl (2,3-dichloropyrazine), O1CCC(CC1)C#N (tetrahydro-2H-pyran-4-carbonitrile), [Li+].C[Si](C)(C)[N-][Si](C)(C)C (LiHMDS). Solvent: C1(=CC=CC=C1)C (Toluene). Run at time 8 hour. Yields the product ClC=1C(=NC=CN1)C1(CCOCC1)C#N (4-(3-CHLOROPYRAZIN-2-YL)TETRAHYDRO-2H-PYRAN-4-CARBONITRILE). RXN SMILES: Cl[C:2]1[C:7]([Cl:8])=[N:6][CH:5]=[CH:4][N:3]=1.[O:9]1[CH2:14][CH2:13][CH:12]([C:15]#[N:16])[CH2:11][CH2:10]1.[Li+].C[Si]([N-][Si](C)(C)C)(C)C>C1(C)C=CC=CC=1>[Cl:8][C:7]1[C:2]([C:12]2([C:15]#[N:16])[CH2:13][CH2:14][O:9][CH2:10][CH2:11]2)=[N:3][CH:4]=[CH:5][N:6]=1 |f:2.3|. Procedure: To a solution of 2,3-dichloropyrazine (1.219 g, 8.18 mmol) and tetrahydro-2H-pyran-4-carbonitrile (1 g, 9.00 mmol) in Toluene (16.36 mL) at room temperature was added LiHMDS (18.00 mL, 18.00 mmol) dropwise. The reaction mixture was stirred overnight at room temperature. Reaction was quenched with saturated NH4Cl and extracted with EtOAc. Two purifications with Biotage (0-10% MeOH/DCM & 0-100% EtOAc/Hexane) were conducted to isolate product. Reactants: Br.FC(OC1=C(C(=NN1C)C(F)(F)F)CSC(N)=N)F (2-(5-difluoromethoxy-1-methyl-3-trifluoromethyl-1H-pyrazole-4-ylmethyl)-isothiourea hydrobromide), C([O-])([O-])=O.[K+].[K+] (potassium carbonate), O (water), O (water). The solvent is CN(C=O)C (N,N-dimethylformamide). Reaction conditions: time 1 hour. Product: FC(OC1=C(C(=NN1C)C(F)(F)F)CS)F ((5-difluoromethoxy-1-methyl-3-trifluoromethyl-1H-pyrazole-4-yl)-methanethiol). Yield: 96.8%. RXN SMILES: Br.[F:2][CH:3]([F:20])[O:4][C:5]1[N:9]([CH3:10])[N:8]=[C:7]([C:11]([F:14])([F:13])[F:12])[C:6]=1[CH2:15][S:16]C(=N)N.C(=O)([O-])[O-].[K+].[K+].O>CN(C)C=O>[F:20][CH:3]([F:2])[O:4][C:5]1[N:9]([CH3:10])[N:8]=[C:7]([C:11]([F:14])([F:13])[F:12])[C:6]=1[CH2:15][SH:16] |f:0.1,2.3.4|. Procedure: To a solution of 1.00 g (2.60 mmol) of 2-(5-difluoromethoxy-1-methyl-3-trifluoromethyl-1H-pyrazole-4-ylmethyl)-isothiourea hydrobromide in 2 ml of N,N-dimethylformamide were added 0.43 g (3.12 mmol) of anhydrous potassium carbonate and 1 ml of water, followed by 1 hour of stirring at room temperature. After the completion of the reaction was confirmed, the reaction solution was poured into water and extracted with diethyl ether. The resulting organic layer was washed with water and then dried ov... The reactants are C(CCCCCCCCCCC)(=O)O (lauric acid), [Cu] (copper), [Cu] (copper), [Cu] (Copper), graphite. The reagents and catalysts are O.[Cl-].C(C)[N+](CC)(CC)CC (tetraethylammonium chloride hydrate). Run in CO (methanol). Reaction conditions: temperature 50 celsius. The product is C(CCCCCCCCCCC)(=O)[O-].[Cu+2].C(CCCCCCCCCCC)(=O)[O-] (Copper Laurate). Reaction SMILES: [C:1]([OH:14])(=[O:13])[CH2:2][CH2:3][CH2:4][CH2:5][CH2:6][CH2:7][CH2:8][CH2:9][CH2:10][CH2:11][CH3:12].[Cu:15]>O.[Cl-].C([N+](CC)(CC)CC)C.CO>[C:1]([O-:14])(=[O:13])[CH2:2][CH2:3][CH2:4][CH2:5][CH2:6][CH2:7][CH2:8][CH2:9][CH2:10][CH2:11][CH3:12].[Cu+2:15].[C:1]([O-:14])(=[O:13])[CH2:2][CH2:3][CH2:4][CH2:5][CH2:6][CH2:7][CH2:8][CH2:9][CH2:10][CH2:11][CH3:12] |f:2.3.4,6.7.8|. Procedure details: To A reaction flask was charged 24.0 g (0.120 mole) of lauric acid, 60.0 g methanol and 0.40 g of tetraethylammonium chloride hydrate. Copper foil was used as the anode and a graphite rod as the cathode. The reaction mixture was heated to 50° C. and a direct current was passed between the two electrodes. A bluish solid precipitated out which was removed from the electrode surface periodically. After passing 7,803 coulombs of electricity, 3.1 g (0.049 mole) of copper was consumed. The solid was f... Reactants: Br, OCCC12CC3CC(CC(C3)C1)C2, O, O=S(=O)(O)O. The product is BrCCC12CC3CC(CC(C3)C1)C2. RXN SMILES: [BrH:1].[C:7]12([CH2:17][CH2:18][OH:19])[CH2:8][CH:9]3[CH2:10][CH:11]([CH2:12][CH:13]([CH2:14]1)[CH2:15]3)[CH2:16]2.[OH2:20].[S:2](=[O:3])(=[O:4])([OH:5])[OH:6]>>[Br:1][CH2:18][CH2:17][C:7]12[CH2:8][CH:9]3[CH2:10][CH:11]([CH2:12][CH:13]([CH2:14]1)[CH2:15]3)[CH2:16]2. Reactants: ClC1=NC=C(C2=C1N=C(S2)C)I (4-chloro-7-iodo-2-methyl-thiazolo[4,5-c]pyridine), CC1=NOC(=C1B(O)O)C (3,5-dimethylisoxazole-4-boronic acid), NC=1N=C(SC1)C (4-amino-2-methylthiazole). Product: CC1=NOC(=C1C=1C2=C(C(=NC1)NC=1N=C(SC1)C)N=C(S2)C)C ([7-(3,5-Dimethyl-isoxazol-4-yl)-2-methyl-thiazolo[4,5-c]pyridin-4-yl]-(2-methyl-thiazol-4-yl)-amine). RXN SMILES: Cl[C:2]1[C:7]2[N:8]=[C:9]([CH3:11])[S:10][C:6]=2[C:5](I)=[CH:4][N:3]=1.[CH3:13][C:14]1[C:18](B(O)O)=[C:17]([CH3:22])[O:16][N:15]=1.[NH2:23][C:24]1[N:25]=[C:26]([CH3:29])[S:27][CH:28]=1>>[CH3:13][C:14]1[C:18]([C:5]2[C:6]3[S:10][C:9]([CH3:11])=[N:8][C:7]=3[C:2]([NH:23][C:24]3[N:25]=[C:26]([CH3:29])[S:27][CH:28]=3)=[N:3][CH:4]=2)=[C:17]([CH3:22])[O:16][N:15]=1. Reported procedure: The title compound, MS: m/e=358.1 (M+H+), was prepared in accordance with the general method of example 2, step 1 and step 2 from 4-chloro-7-iodo-2-methyl-thiazolo[4,5-c]pyridine (Example B), 3,5-dimethylisoxazole-4-boronic acid and 4-amino-2-methylthiazole (Example C). The reactants are C(C)OC(=O)C1=C(N=C2N1CCCC2)N(C(C2=CC(=CC=C2)Cl)=O)CCCC (2-[butyl-(3-chloro-benzoyl)-amino]-5,6,7,8-tetrahydro-imidazo[1,2-a]pyridine-3-carboxylic acid ethyl ester). Run in CO.O1CCOCC1 (MeOH dioxan), O (water). The product is C(CCC)N(C=1N=C2N(CCCC2)C1C(=O)O)C(C1=CC(=CC=C1)Cl)=O (2-[butyl-(3-chloro-benzoyl)-amino]-5,6,7,8-tetrahydro-imidazo[1,2-a]pyridine-3-carboxylic acid). As a reaction SMILES: C([O:3][C:4]([C:6]1[N:10]2[CH2:11][CH2:12][CH2:13][CH2:14][C:9]2=[N:8][C:7]=1[N:15]([CH2:25][CH2:26][CH2:27][CH3:28])[C:16](=[O:24])[C:17]1[CH:22]=[CH:21][CH:20]=[C:19]([Cl:23])[CH:18]=1)=[O:5])C>CO.O1CCOCC1.O>[CH2:25]([N:15]([C:16](=[O:24])[C:17]1[CH:22]=[CH:21][CH:20]=[C:19]([Cl:23])[CH:18]=1)[C:7]1[N:8]=[C:9]2[CH2:14][CH2:13][CH2:12][CH2:11][N:10]2[C:6]=1[C:4]([OH:5])=[O:3])[CH2:26][CH2:27][CH3:28] |f:1.2|. Reported procedure: 2-[butyl-(3-chloro-benzoyl)-amino]-5,6,7,8-tetrahydro-imidazo[1,2-a]pyridine-3-carboxylic acid ethyl ester (11.7 mmol) was dissolved in a solution of 190 mL MeOH/dioxan/4 M NaOH in water in a ratio of 15/4/1 and the solution was stirred over night at room temperature. The solvent was removed under vacuum, EtOAc (700 mL) was added thereto and the organic phase was washed with 0.5 M KHSO4 in water (700 mL). The aqueous phase was extracted with EtOAc (300 mL) and the combined organic phases were wa... The reactants are BrC1=CC=C(C(=O)NCCC2=CC=CC=C2)C=C1 (4-bromo-N-(2-phenylethyl)benzamide), C(C)(=O)Cl (acetyl chloride), [Cl-].[Al+3].[Cl-].[Cl-] (aluminum chloride). Solvent: ClCCl (dichloromethane). Run at time 1 day. The product is C(C)(=O)C1=CC=C(C=C1)CCNC(C1=CC=C(C=C1)Br)=O (N-[2-(4-acetylphenyl)ethyl]-4-bromobenzamide). Yield: 85.9%. As a reaction SMILES: [Br:1][C:2]1[CH:18]=[CH:17][C:5]([C:6]([NH:8][CH2:9][CH2:10][C:11]2[CH:16]=[CH:15][CH:14]=[CH:13][CH:12]=2)=[O:7])=[CH:4][CH:3]=1.[C:19](Cl)(=[O:21])[CH3:20].[Cl-].[Al+3].[Cl-].[Cl-]>ClCCl>[C:19]([C:14]1[CH:13]=[CH:12][C:11]([CH2:10][CH2:9][NH:8][C:6](=[O:7])[C:5]2[CH:17]=[CH:18][C:2]([Br:1])=[CH:3][CH:4]=2)=[CH:16][CH:15]=1)(=[O:21])[CH3:20] |f:2.3.4.5|. Procedure: To a solution of 4-bromo-N-(2-phenylethyl)benzamide (10.0 g, 32.9 mmol) and acetyl chloride (3.04 ml, 42.7 mmol) in dichloromethane (80 ml) was added aluminum chloride (11.0 g, 82.2 mmol), and the mixture was stirred at room temperature for one day. The reaction mixture was poured into ice, and the mixture was extracted with ethyl acetate. The extract was washed with saturated brine and dried over anhydrous sodium sulfate. The solvent was concentrated under reduced pressure, and the obtained res...